This data is from the Open Reaction Database (ORD), a public repository of structured organic reaction records. The task is: describe an organic reaction: reactants, conditions, products, and yield Starting materials: CI, CN(C)C=O, [Li+], [Li+], O=C([O-])[O-], O, Oc1cccc(O)c1O. Product: COc1c(O)cccc1O. RXN SMILES: [CH3:16][I:17].[CH3:19][N:20]([CH3:21])[CH:22]=[O:23].[Li+:1].[Li+:2].[O-:3][C:4](=[O:5])[O-:6].[OH2:18].[OH:7][c:8]1[cH:9][cH:10][cH:11][c:12]([OH:13])[c:14]1[OH:15]>>[CH3:4][O:15][c:14]1[c:8]([OH:7])[cH:9][cH:10][cH:11][c:12]1[OH:13]. Starting materials: C(CC)C1=NC2=C(N1CC1=CC=C(C=C1)C=1C(=CC=CC1)C(=O)OC(C)(C)C)C=C(C=C2Cl)N2C(C1=CC=CC=C1C2)=O (tert.butyl 4'-[(2-n-propyl-4-chloro-6-(1-oxo-isoindolin-2-yl)-benzimidazol-1-yl)-methyl]-biphenyl-2-carboxylate), FC(C(=O)O)(F)F (trifluoroacetic acid). Run in C(Cl)Cl (methylene chloride). Product: C(CC)C1=NC2=C(N1CC1=CC=C(C=C1)C=1C(=CC=CC1)C(=O)O)C=C(C=C2Cl)N2C(C1=CC=CC=C1C2)=O (4'-[(2-n-Propyl-4-chloro-6-(1-oxo-isoindolin-2-yl)-benzimidazol-1-yl)-methyl]-biphenyl-2-carboxylic acid). As a reaction SMILES: [CH2:1]([C:4]1[N:8]([CH2:9][C:10]2[CH:15]=[CH:14][C:13]([C:16]3[C:17]([C:22]([O:24]C(C)(C)C)=[O:23])=[CH:18][CH:19]=[CH:20][CH:21]=3)=[CH:12][CH:11]=2)[C:7]2[CH:29]=[C:30]([N:34]3[CH2:42][C:41]4[C:36](=[CH:37][CH:38]=[CH:39][CH:40]=4)[C:35]3=[O:43])[CH:31]=[C:32]([Cl:33])[C:6]=2[N:5]=1)[CH2:2][CH3:3].FC(F)(F)C(O)=O>C(Cl)Cl>[CH2:1]([C:4]1[N:8]([CH2:9][C:10]2[CH:15]=[CH:14][C:13]([C:16]3[C:17]([C:22]([OH:24])=[O:23])=[CH:18][CH:19]=[CH:20][CH:21]=3)=[CH:12][CH:11]=2)[C:7]2[CH:29]=[C:30]([N:34]3[CH2:42][C:41]4[C:36](=[CH:37][CH:38]=[CH:39][CH:40]=4)[C:35]3=[O:43])[CH:31]=[C:32]([Cl:33])[C:6]=2[N:5]=1)[CH2:2][CH3:3]. Procedure details: Prepared analogously to Example 1 from tert.butyl 4'-[(2-n-propyl-4-chloro-6-(1-oxo-isoindolin-2-yl)-benzimidazol-1-yl)-methyl]-biphenyl-2-carboxylate and trifluoroacetic acid in methylene chloride. Starting materials: FC1=CC=C(C=C1)[N+](=O)[O-] (1-fluoro-4-nitrobenzene), C([O-])([O-])=O.[K+].[K+] (potassium carbonate), CCOC(=O)C (EtOAc), ClC1=CC(=C(C=C1)O)C1CCCCC1 (4-chloro-2-cyclohexylphenol). Run in CN(C)C=O (DMF). Conditions: temperature 80 celsius. Product: ClC1=CC(=C(OC2=CC=C(C=C2)[N+](=O)[O-])C=C1)C1CCCCC1 (4-(4-chloro-2-cyclohexylphenoxy)-1-nitrobenzene). As a reaction SMILES: F[C:2]1[CH:7]=[CH:6][C:5]([N+:8]([O-:10])=[O:9])=[CH:4][CH:3]=1.C(=O)([O-])[O-].[K+].[K+].[Cl:17][C:18]1[CH:23]=[CH:22][C:21]([OH:24])=[C:20]([CH:25]2[CH2:30][CH2:29][CH2:28][CH2:27][CH2:26]2)[CH:19]=1.CCOC(C)=O>CN(C=O)C>[Cl:17][C:18]1[CH:23]=[CH:22][C:21]([O:24][C:2]2[CH:7]=[CH:6][C:5]([N+:8]([O-:10])=[O:9])=[CH:4][CH:3]=2)=[C:20]([CH:25]2[CH2:30][CH2:29][CH2:28][CH2:27][CH2:26]2)[CH:19]=1 |f:1.2.3|. Procedure: To a stirred solution of 1-fluoro-4-nitrobenzene (10 mmol) in DMF (10 mL) at rt, solid potassium carbonate (30 mmol) was added followed by addition of 4-chloro-2-cyclohexylphenol (10 mmol) to the reaction mixture and heating to 80° C. until the reaction was complete as indicated by TLC or HPLC. After cooling to rt, the reaction mixture was poured into EtOAc (80 ml), washed with H2O (2×40 ml) and brine (60 mL), and dried over sodium sulfate. The solvent was removed in vacuuo to afford the desired... The reactants are C(CCC1=CC=CC=C1)(=O)Cl (hydrocinnamoyl chloride), C(C)[Mg]Br (ethyl magnesium bromide), C(C)C=1C=CC=C2C=CNC12 (7-ethyl-1H-indole), CCOCC (ether), [Cl-].[NH4+] (ammonium chloride). Run in C1=CC=CC=C1 (benzene), C1=CC=CC=C1 (benzene). Reaction conditions: temperature -10 celsius, time 2 hour. Product: C(C)C=1C=CC=C2C(=CNC12)CC(CC1=CC=CC=C1)=O (1-(7-Ethyl-1H-indol-3-yl)-3-phenylpropanone). The yield is 56.0%. Reaction SMILES: C([Mg]Br)C.[CH2:5]([C:7]1[CH:8]=[CH:9][CH:10]=[C:11]2[C:15]=1[NH:14][CH:13]=[CH:12]2)[CH3:6].[C:16](Cl)(=O)[CH2:17][CH2:18][C:19]1[CH:24]=[CH:23][CH:22]=[CH:21][CH:20]=1.[Cl-].[NH4+].CC[O:31]CC>C1C=CC=CC=1>[CH2:5]([C:7]1[CH:8]=[CH:9][CH:10]=[C:11]2[C:15]=1[NH:14][CH:13]=[C:12]2[CH2:16][C:17](=[O:31])[CH2:18][C:19]1[CH:24]=[CH:23][CH:22]=[CH:21][CH:20]=1)[CH3:6] |f:3.4|. Procedure details: To a vigorously stirred solution of ethyl magnesium bromide (2.85M in ether, 0.07 mol, 24.6 mL) in anhydrous ether (50 mL), was added a solution of 7-ethyl-1H-indole (7.25 g, 0.05 mol) in benzene (25 mL), dropwise over the course of 10 minutes. The resulting pale green mixture was heated at reflux for 2 hours, and then cooled to -10° C. with a dry ice/methanol bath. A solution of hydrocinnamoyl chloride (8.43 g, 0.05 mol) in benzene (20 mL) was added dropwise (45 minutes). The reaction mixture w... Starting materials: O=C([O-])O, C1CCCCC1, CCO, Cl, NO, [Na+], C1CCOC1, O, CC(C)(C)c1cc(C=O)c(O)c(Br)c1Cl. Product: CC(C)(C)c1cc(C=NO)c(O)c(Br)c1Cl. As a reaction SMILES: [C:22](=[O:23])([OH:24])[O-:25].[CH2:32]1[CH2:33][CH2:34][CH2:35][CH2:36][CH2:37]1.[CH3:19][CH2:20][OH:21].[ClH:16].[NH2:17][OH:18].[Na+:26].[O:27]1[CH2:28][CH2:29][CH2:30][CH2:31]1.[OH2:38].[OH:1][c:2]1[c:3]([CH:4]=[O:5])[cH:6][c:7]([C:12]([CH3:13])([CH3:14])[CH3:15])[c:8]([Cl:11])[c:9]1[Br:10]>>[OH:1][c:2]1[c:3]([CH:4]=[N:17][OH:18])[cH:6][c:7]([C:12]([CH3:13])([CH3:14])[CH3:15])[c:8]([Cl:11])[c:9]1[Br:10]. The reactants are O=C(O)c1ccccc1Br, C1CCOC1, [Li]CCCC, CCCCCC, CC=O. Product: CC1OC(=O)c2ccccc21. RXN SMILES: [Br:1][c:2]1[c:3]([C:4](=[O:5])[OH:6])[cH:7][cH:8][cH:9][cH:10]1.[CH2:19]1[O:20][CH2:21][CH2:22][CH2:23]1.[CH3:11][CH2:12][CH2:13][CH2:14][Li:15].[CH3:24][CH2:25][CH2:26][CH2:27][CH2:28][CH3:29].[CH:16](=[O:17])[CH3:18]>>[c:2]12[c:3]([cH:7][cH:8][cH:9][cH:10]1)[C:4](=[O:5])[O:6][CH:12]2[CH3:11]. Reactants: Cc1ccc(C=O)cc1, CCO, CCC[N+](=O)[O-], [Na+], [Na+], [OH-], O, O=S([O-])O. Product: CCC(C(O)c1ccc(C)cc1)[N+](=O)[O-]. As a reaction SMILES: [CH3:1][c:2]1[cH:3][cH:4][c:5]([CH:6]=[O:7])[cH:8][cH:9]1.[CH3:23][CH2:24][OH:25].[N+:15](=[O:16])([O-:17])[CH2:18][CH2:19][CH3:20].[Na+:14].[Na+:22].[OH-:21].[OH2:26].[S:10](=[O:11])([OH:12])[O-:13]>>[CH3:1][c:2]1[cH:3][cH:4][c:5]([CH:6]([OH:7])[CH:18]([N+:15](=[O:16])[O-:17])[CH2:19][CH3:20])[cH:8][cH:9]1. The reactants are NC(CC(C(=O)OCC)C)C1=C(C=CC=C1F)OCC (ethyl 4-amino-4-(2-ethoxy-6-fluorophenyl)-2-methylbutanoate), CC=1N=C(SC1)C=1C=C(C=O)C=CN1 (2-(4-methylthiazol-2-yl)isonicotinaldehyde). As a reaction SMILES: [NH2:1][CH:2]([C:11]1[C:16]([F:17])=[CH:15][CH:14]=[CH:13][C:12]=1[O:18][CH2:19][CH3:20])[CH2:3][CH:4]([CH3:10])[C:5]([O:7]CC)=O.[CH3:21][C:22]1[N:23]=[C:24]([C:27]2[CH:28]=[C:29]([CH:32]=[CH:33][N:34]=2)[CH:30]=O)[S:25][CH:26]=1>>[CH2:19]([O:18][C:12]1[CH:13]=[CH:14][CH:15]=[C:16]([F:17])[C:11]=1[CH:2]1[N:1]([CH2:30][C:29]2[CH:32]=[CH:33][N:34]=[C:27]([C:24]3[S:25][CH:26]=[C:22]([CH3:21])[N:23]=3)[CH:28]=2)[C:5](=[O:7])[CH:4]([CH3:10])[CH2:3]1)[CH3:20]. The product is C(C)OC1=C(C(=CC=C1)F)C1CC(C(N1CC1=CC(=NC=C1)C=1SC=C(N1)C)=O)C (5-(2-ethoxy-6-fluorophenyl)-3-methyl-1-((2-(4-methylthiazol-2-yl)pyridin-4-yl)methyl)pyrrolidin-2-one). Procedure details: Prepared according to the described general procedure 2 (GP2) by reaction of ethyl 4-amino-4-(2-ethoxy-6-fluorophenyl)-2-methylbutanoate with 2-(4-methylthiazol-2-yl)isonicotinaldehyde. Subsequent purification by preparative HPLC afforded the target compound. LC-MS (conditions A): tR=0.86 min.; [M+H]+: 426.01 g/mol.